Dataset: the Open Reaction Database (ORD), a public repository of structured organic reaction records. Task: describe an organic reaction: reactants, conditions, products, and yield The reactants are O (water), FC(OC1=C(C(=NN1C)C(F)(F)F)C)F (5-difluoromethoxy-1,4-dimethyl-3-trifluoromethyl-1H-pyrazole), S(=O)(=O)(Cl)Cl (sulfuryl chloride), 0.8, N(=NC(C#N)(C)C)C(C#N)(C)C (α,α′-azobisisobutyronitrile). Solvent: C(Cl)(Cl)(Cl)Cl (carbon tetrachloride). The product is ClCC=1C(=NN(C1OC(F)F)C)C(F)(F)F (4-chloromethyl-5-difluoromethoxy-1-methyl-3-trifluoromethyl-1H-pyrazole). Yield: 36.3%. As a reaction SMILES: [F:1][CH:2]([F:15])[O:3][C:4]1[N:8]([CH3:9])[N:7]=[C:6]([C:10]([F:13])([F:12])[F:11])[C:5]=1[CH3:14].S(Cl)([Cl:19])(=O)=O.N(C(C)(C)C#N)=NC(C)(C)C#N.O>C(Cl)(Cl)(Cl)Cl>[Cl:19][CH2:14][C:5]1[C:6]([C:10]([F:13])([F:12])[F:11])=[N:7][N:8]([CH3:9])[C:4]=1[O:3][CH:2]([F:1])[F:15]. Procedure: To a solution of 11.5 g (50.0 mmol) of 5-difluoromethoxy-1,4-dimethyl-3-trifluoromethyl-1H-pyrazole in 50 ml of carbon tetrachloride were added 10.1 g (75.0 mmol) of sulfuryl chloride and 0.8 (5.0 mmol) of α,α′-azobisisobutyronitrile, followed by heating and refluxing under stirring. The reaction solution was externally irradiated with a light for 11 hours. After the completion of the reaction was confirmed, the reaction solution was poured into water and extracted with chloroform. The resulting... The reactants are BrC=1C=CC=2N(C1)C=C(N2)COC2=CC=C(C=C2)CCCN2C=NC=C2 (6-bromo-2-[4-[3-(1-imidazolyl)propyl]phenoxymethyl]imidazo[1,2-a]pyridine), C1(=CC=CC=C1)B(O)O (phenylboronic acid). Yields the product N1(C=NC=C1)CCCC1=CC=C(OCC=2N=C3N(C=C(C=C3)C3=CC=CC=C3)C2)C=C1 (2-[4-[3-(1-imidazolyl)propyl]phenoxymethyl]-6-phenylimidazo[1,2-a]pyridine). Isolated yield 78.0%. As a reaction SMILES: Br[C:2]1[CH:3]=[CH:4][C:5]2[N:6]([CH:8]=[C:9]([CH2:11][O:12][C:13]3[CH:18]=[CH:17][C:16]([CH2:19][CH2:20][CH2:21][N:22]4[CH:26]=[CH:25][N:24]=[CH:23]4)=[CH:15][CH:14]=3)[N:10]=2)[CH:7]=1.[C:27]1(B(O)O)[CH:32]=[CH:31][CH:30]=[CH:29][CH:28]=1>>[N:22]1([CH2:21][CH2:20][CH2:19][C:16]2[CH:17]=[CH:18][C:13]([O:12][CH2:11][C:9]3[N:10]=[C:5]4[CH:4]=[CH:3][C:2]([C:27]5[CH:32]=[CH:31][CH:30]=[CH:29][CH:28]=5)=[CH:7][N:6]4[CH:8]=3)=[CH:14][CH:15]=2)[CH:26]=[CH:25][N:24]=[CH:23]1. Reported procedure: In substantially the same manner as in Working Example 135, 6-bromo-2-[4-[3-(1-imidazolyl)propyl]phenoxymethyl]imidazo[1,2-a]pyridine was allowed to react with phenylboronic acid to give 2-[4-[3-(1-imidazolyl)propyl]phenoxymethyl]-6-phenylimidazo[1,2-a]pyridine. The yield was 78%. Recrystallization from ethyl acetate-hexane gave colorless prisms, mp 106-107° C. Reactants: O=C([O-])[O-], O=C(OCc1ccccc1)C(Cc1ccc(O)cc1)NC(=O)C1CCCCN1S(=O)(=O)c1cccc(F)c1, CC(C)I, [Cs+], [Cs+], CN(C)C=O. Yields the product CC(C)Oc1ccc(CC(NC(=O)C2CCCCN2S(=O)(=O)c2cccc(F)c2)C(=O)OCc2ccccc2)cc1. Reaction SMILES: [C:43](=[O:44])([O-:45])[O-:46].[CH2:5]([c:6]1[cH:7][cH:8][cH:9][cH:10][cH:11]1)[O:12][C:13]([CH:14]([CH2:15][c:16]1[cH:17][cH:18][c:19]([OH:22])[cH:20][cH:21]1)[NH:23][C:24](=[O:25])[CH:26]1[N:27]([S:32](=[O:33])(=[O:34])[c:35]2[cH:36][c:37]([F:41])[cH:38][cH:39][cH:40]2)[CH2:28][CH2:29][CH2:30][CH2:31]1)=[O:42].[CH:1]([CH3:2])([CH3:3])[I:4].[Cs+:47].[Cs+:48].[O:49]=[CH:50][N:51]([CH3:52])[CH3:53]>>[CH:1]([CH3:2])([CH3:3])[O:22][c:19]1[cH:18][cH:17][c:16]([CH2:15][CH:14]([C:13]([O:12][CH2:5][c:6]2[cH:7][cH:8][cH:9][cH:10][cH:11]2)=[O:42])[NH:23][C:24](=[O:25])[CH:26]2[N:27]([S:32](=[O:33])(=[O:34])[c:35]3[cH:36][c:37]([F:41])[cH:38][cH:39][cH:40]3)[CH2:28][CH2:29][CH2:30][CH2:31]2)[cH:21][cH:20]1. Reactants: CCOC(=O)c1sc(Br)nc1C, O=C([O-])[O-], [Cu]I, [K+], [K+], O=C(O)C1CCCN1, CC(C)(C)OC(=O)NC1CCc2[nH]ncc2C1. The product is CCOC(=O)c1sc(-n2ncc3c2CCC(NC(=O)OC(C)(C)C)C3)nc1C. Reaction SMILES: [Br:18][c:19]1[s:20][c:21]([C:25](=[O:26])[O:27][CH2:28][CH3:29])[c:22]([CH3:24])[n:23]1.[C:38](=[O:39])([O-:40])[O-:41].[Cu:44][I:45].[K+:42].[K+:43].[OH:30][C:31]([CH:32]1[NH:33][CH2:34][CH2:35][CH2:36]1)=[O:37].[nH:1]1[n:2][cH:3][c:4]2[c:9]1[CH2:8][CH2:7][CH:6]([NH:10][C:11]([O:12][C:13]([CH3:14])([CH3:15])[CH3:16])=[O:17])[CH2:5]2>>[n:1]1(-[c:19]2[s:20][c:21]([C:25](=[O:26])[O:27][CH2:28][CH3:29])[c:22]([CH3:24])[n:23]2)[n:2][cH:3][c:4]2[c:9]1[CH2:8][CH2:7][CH:6]([NH:10][C:11]([O:12][C:13]([CH3:14])([CH3:15])[CH3:16])=[O:17])[CH2:5]2. Procedure: 2-Bromo-5-cyclopentyloxy-pyridine (0.97 mmol), sodium-tert.-butylate (1.4 eq.), and 1-methyl-1H-pyrazole-3-amine (1.2 eq.) are dissolved in degassed dioxane (2 ml) and heated to 80° C. Chloro-(di-2-norbornylphosphino)(2-dimethylaminoferrocene-1-yl)palladium (II) (3 mg) in degassed dioxane (1 ml) is added and the reaction mixture is heated for 1 hour at 150° C. in the microwave. The reaction is quenched with ethylacetate/methanol (30 ml, 9:1) and filtrated over celite. The solvent of the filtrate... Run in O1CCOCC1 (dioxane), O1CCOCC1 (dioxane). Yield: 29.0%. The product is C1(CCCC1)OC=1C=CC(=NC1)NC1=NN(C=C1)C ((5-Cyclopentyloxy-pyridine-2-yl)-(1-methyl-1H-pyrazole-3-yl)-amine). Starting materials: BrC1=NC=C(C=C1)OC1CCCC1 (2-Bromo-5-cyclopentyloxy-pyridine), sodium tert.-butylate, CN1N=C(C=C1)N (1-methyl-1H-pyrazole-3-amine). Reagents/catalysts: Cl[Pd-]([C-]1C(=CC=C1)N(C)C)P(C1C2CCC(C1)C2)C2C1CCC(C2)C1.[CH-]1C=CC=C1.[Fe+2] (Chloro-(di-2-norbornylphosphino)(2-dimethylaminoferrocene-1-yl)palladium (II)). As a reaction SMILES: Br[C:2]1[CH:7]=[CH:6][C:5]([O:8][CH:9]2[CH2:13][CH2:12][CH2:11][CH2:10]2)=[CH:4][N:3]=1.[CH3:14][N:15]1[CH:19]=[CH:18][C:17]([NH2:20])=[N:16]1>O1CCOCC1.Cl[Pd-](P(C1CC2CC1CC2)C1CC2CC1CC2)[C-]1C=CC=C1N(C)C.[CH-]1C=CC=C1.[Fe+2]>[CH:9]1([O:8][C:5]2[CH:6]=[CH:7][C:2]([NH:20][C:17]3[CH:18]=[CH:19][N:15]([CH3:14])[N:16]=3)=[N:3][CH:4]=2)[CH2:13][CH2:12][CH2:11][CH2:10]1 |f:3.4.5|. Run at temperature 80 celsius. Starting materials: C(C1=CC=CC=C1)N1CCN(C2C(CCCC12)N1CCCC1)C(CC1=CC(=C(C=C1)Cl)Cl)=O (1-[(4aRS,8SR,8aRS)-4-Benzyl-8-(pyrrolidin-1-yl)perhydroquinoxalin-1-yl]-2-(3,4-dichlorophenyl)ethan-1-one), Cl (HCl). Reagents/catalysts: [Pd] (palladium-on-carbon). Solvent: C1CCOC1.O (THF H2O). Conditions: time 30 minute. The product is ClC=1C=C(C=CC1Cl)CC(=O)N1CCNC2CCCC(C12)N1CCCC1 (2-(3,4-dichlorophenyl)-1-[(4aRS,8SR,8aRS)-8-(pyrrolidin-1-yl)-perhydroquinoxalin-1-yl]-ethan-1-one). As a reaction SMILES: C([N:8]1[CH:17]2[CH:12]([CH:13]([N:18]3[CH2:22][CH2:21][CH2:20][CH2:19]3)[CH2:14][CH2:15][CH2:16]2)[N:11]([C:23](=[O:33])[CH2:24][C:25]2[CH:30]=[CH:29][C:28]([Cl:31])=[C:27]([Cl:32])[CH:26]=2)[CH2:10][CH2:9]1)C1C=CC=CC=1.Cl>C1COCC1.O.[Pd]>[Cl:32][C:27]1[CH:26]=[C:25]([CH2:24][C:23]([N:11]2[CH:12]3[CH:17]([CH2:16][CH2:15][CH2:14][CH:13]3[N:18]3[CH2:22][CH2:21][CH2:20][CH2:19]3)[NH:8][CH2:9][CH2:10]2)=[O:33])[CH:30]=[CH:29][C:28]=1[Cl:31] |f:2.3|. Procedure: 1-[(4aRS,8SR,8aRS)-4-Benzyl-8-(pyrrolidin-1-yl)perhydroquinoxalin-1-yl]-2-(3,4-dichlorophenyl)ethan-1-one (244 mg, 0.50 mmol) was dissolved in THF/H2O (1:1, 50 ml), and conc. HCl (5 ml) and palladium-on-carbon (Pd/C) (Merck) (98.4 mg) were added. The mixture was stirred under 1 bar of H2 at room temperature for 30 minutes. The catalyst was filtered off and THF was evaporated off in vacuo. The aqueous phase was brought to pH 8 with NaOH (2 N) and extracted by shaking five times with CH2Cl2. The c... The reactants are Cl (hydrochloride), compound, C(C)(C)(C)OC(=O)NC(=NC(=O)OC(C)(C)C)NCCCN1C(SC=C1C1=CC=C(C=C1)F)=NC1=CC=C(C=C1)F (N,N″-di-tert-Butoxycarbonyl-N′-{3-[4-(4-fluorophenyl)-2-[(4-fluoro-phenyl)imino]thiazol-3(2H)-yl]propyl}guanidine), Example 9 ( 2 ). Yields the product FC1=CC=C(C=C1)C=1N(C(SC1)=NC1=CC=C(C=C1)F)CCCNC(=N)N (N-{3- [4-(4-Fluorophenyl)-2-[(4-fluorophenyl)imino]thiazol-3(2H)-yl]-propyl}guanidine). Reaction SMILES: C(OC([NH:8][C:9]([NH:18][CH2:19][CH2:20][CH2:21][N:22]1[C:26]([C:27]2[CH:32]=[CH:31][C:30]([F:33])=[CH:29][CH:28]=2)=[CH:25][S:24][C:23]1=[N:34][C:35]1[CH:40]=[CH:39][C:38]([F:41])=[CH:37][CH:36]=1)=[N:10]C(OC(C)(C)C)=O)=O)(C)(C)C.Cl>>[F:33][C:30]1[CH:31]=[CH:32][C:27]([C:26]2[N:22]([CH2:21][CH2:20][CH2:19][NH:18][C:9]([NH2:10])=[NH:8])[C:23](=[N:34][C:35]3[CH:40]=[CH:39][C:38]([F:41])=[CH:37][CH:36]=3)[S:24][CH:25]=2)=[CH:28][CH:29]=1. Procedure: The compound (1.12 g) obtained in the above (1) was treated in a similar manner to in Example 9 (2) to give the title compound (905 mg) as hydrochloride. Starting materials: ClCCl, [NH-]CC(F)(F)F, O=C(O)C(F)(F)F. Yields the product [NH-]CC(F)(F)F, O=C([O-])C(F)(F)F. As a reaction SMILES: [Cl:14][CH2:15][Cl:16].[F:8][C:9]([CH2:10][NH-:11])([F:12])[F:13].[OH:1][C:2](=[O:3])[C:4]([F:5])([F:6])[F:7]>>[F:8][C:9]([CH2:10][NH-:11])([F:12])[F:13].[O:1]=[C:2]([O-:3])[C:4]([F:5])([F:6])[F:7]. The reactants are NC1=C(C=CC(=C1)SC=1SC=CC1)[N+](=O)[O-] (2-amino-1-nitro-4-(thien-2-ylthio)benzene), stannous chloride, Cl (hydrochloric acid). Yields the product NC1=C(C=C(C=C1)SC=1SC=CC1)N (1,2-diamino-4-(thien-2-ylthio)benzene). RXN SMILES: [NH2:1][C:2]1[CH:7]=[C:6]([S:8][C:9]2[S:10][CH:11]=[CH:12][CH:13]=2)[CH:5]=[CH:4][C:3]=1[N+:14]([O-])=O.Cl>>[NH2:14][C:3]1[CH:4]=[CH:5][C:6]([S:8][C:9]2[S:10][CH:11]=[CH:12][CH:13]=2)=[CH:7][C:2]=1[NH2:1]. Procedure details: 3.3 G. of 2-amino-1-nitro-4-(thien-2-ylthio)benzene is treated with 16 g. stannous chloride in 16 ml. concentrated hydrochloric acid on the steam bath for 5 minutes. The mixture is cooled, decanted and the gummy residue washed with 16 ml. 6N hydrochloric acid. The residue is dissolved in water, and treated with potassium bicarbonate solution and chloroform. The chloroform is dried and stripped yielding 1,2-diamino-4-(thien-2-ylthio)benzene.